Dataset: the Open Reaction Database (ORD), a public repository of structured organic reaction records. Task: describe an organic reaction: reactants, conditions, products, and yield Procedure: In run A two principal product fractions are obtained: (1) 60.3 g, bp 91°-97° /31 mm, mp 30°; (2) 18.6 g, semisolid residue. Fraction (1) was identified as 1,1,4,4-tetrafluorotetrachloro-2,5-cyclohexadiene by comparison of its IR and MS data with those of a known sample of the compound (Hasek et al., Jour. Am. Chem. Soc., vol. 82, p. 543, 1960) Fraction (2) was indicated by fluorine NMR, IR, VPC and EA analyses to be a mixture of isomeric 1,1,4-trifluoropentachloro-2,5-cyclohexadiene and 1,5,6-t... Reactants: ( 1 ), FC1(C(=C(C(C(=C1Cl)Cl)(F)F)Cl)Cl)F (1,1,4,4-tetrafluorotetrachloro-2,5-cyclohexadiene), ( 2 ), FC1(C(=C(C(C(=C1Cl)Cl)(F)Cl)Cl)Cl)F (1,1,4-trifluoropentachloro-2,5-cyclohexadiene), FC1=C(C(=C(C(C1(F)Cl)(F)Cl)Cl)Cl)Cl (1,5,6-trifluoropentachloro-1,3-cyclohexadiene), CC(OCC)=O (EA), ( 2 ), ( 1 ), FF (fluorine). As a reaction SMILES: FC1(F)C(Cl)=C(Cl)C(F)(F)C(Cl)=C1Cl.FF.F[C:18]1(F)[C:23]([Cl:24])=[C:22]([Cl:25])[C:21]([Cl:27])(F)[C:20]([Cl:28])=[C:19]1[Cl:29].FC1C(Cl)(F)C(Cl)(F)C(Cl)=C(Cl)C=1Cl.CC(=O)[O:47]CC>>[Cl:24][C:23]1[C:18]([OH:47])=[C:19]([Cl:29])[C:20]([Cl:28])=[C:21]([Cl:27])[C:22]=1[Cl:25]. Yields the product ClC1=C(C(=C(C(=C1O)Cl)Cl)Cl)Cl (Pentachlorophenol). Reactants: O (water), C1(=CC=CC=C1)C (toluene), FC=1C=C(C=CC1)B(O)O (3-fluorophenyl boronic acid), C([O-])([O-])=O.[K+].[K+] (potassium carbonate), O (water), C1(=CC=CC=C1)C (toluene). Reagents/catalysts: [Pd] (Pd/C). Reaction conditions: temperature 25 celsius. Yields the product FC1=C(C=CC(=C1)C1CCC(CC1)CCCCC)C1=CC(=CC=C1)F (2,3′-difluoro-4-(4-pentylcyclohexyl)-1,1′-biphenyl). Reaction SMILES: [F:1][C:2]1[CH:3]=[C:4](B(O)O)[CH:5]=[CH:6][CH:7]=1.C(=O)([O-])[O-].[K+].[K+].O.[C:18]1([CH3:24])[CH:23]=[CH:22][CH:21]=[CH:20][CH:19]=1>[Pd]>[F:1][C:2]1[CH:3]=[C:4]([CH:21]2[CH2:22][CH2:23][CH:18]([CH2:24][CH2:3][CH2:2][CH2:7][CH3:6])[CH2:19][CH2:20]2)[CH:5]=[CH:6][C:7]=1[C:4]1[CH:5]=[CH:6][CH:7]=[C:2]([F:1])[CH:3]=1 |f:1.2.3|. Procedure: The compound (T-31; 20.0 g), 3-fluorophenyl boronic acid (8.20 g), potassium carbonate (22.1 g), Pd/C (NX type; 0.114 g), toluene (100 ml), Solmix A-11 (100 ml), and water (100 ml) were put in a reaction vessel under a nitrogen atmosphere, and heated under reflux for 5 hours. The reaction mixture was cooled to 25° C., and then poured into water (300 ml) and toluene (300 ml) and mixed. Then, the mixture was allowed to stand to be separated into two layers of organic and aqueous layers, and the ex... Starting materials: BrC1=CC=C2C=NC(=NN21)NC2=CC=C(C=C2)N2CCOCC2 ((7-bromo-pyrrolo[2,1-f][1,2,4]triazin-2-yl)-(4-morpholin-4-yl-phenyl)-amine), FC1=NC=C(C=C1C)B(O)O (2-fluoro-3-methylpyridine-5-boronic acid). The product is FC1=C(C=C(C=N1)C1=CC=C2C=NC(=NN21)NC2=CC=C(C=C2)N2CCOCC2)C ([7-(6-Fluoro-5-methyl-pyridin-3-yl)-pyrrolo[2,1-f][1,2,4]triazin-2-yl]-(4-morpholin-4-yl-phenyl)-amine), solid. Isolated yield 66.0%. RXN SMILES: Br[C:2]1[N:10]2[C:5]([CH:6]=[N:7][C:8]([NH:11][C:12]3[CH:17]=[CH:16][C:15]([N:18]4[CH2:23][CH2:22][O:21][CH2:20][CH2:19]4)=[CH:14][CH:13]=3)=[N:9]2)=[CH:4][CH:3]=1.[F:24][C:25]1[C:30]([CH3:31])=[CH:29][C:28](B(O)O)=[CH:27][N:26]=1>>[F:24][C:25]1[N:26]=[CH:27][C:28]([C:2]2[N:10]3[C:5]([CH:6]=[N:7][C:8]([NH:11][C:12]4[CH:17]=[CH:16][C:15]([N:18]5[CH2:19][CH2:20][O:21][CH2:22][CH2:23]5)=[CH:14][CH:13]=4)=[N:9]3)=[CH:4][CH:3]=2)=[CH:29][C:30]=1[CH3:31]. Procedure details: [7-(6-Fluoro-5-methyl-pyridin-3-yl)-pyrrolo[2,1-f][1,2,4]triazin-2-yl]-(4-morpholin-4-yl-phenyl)-amine was prepared from (7-bromo-pyrrolo[2,1-f][1,2,4]triazin-2-yl)-(4-morpholin-4-yl-phenyl)-amine and 2-fluoro-3-methylpyridine-5-boronic acid in an analogous manner to Example 1031b. Product isolated as a yellow solid (79 mg, 66%). m.p.=227-230° C.; LCMS (m/e) 405 (M+H); 1H-NMR (CDCl3, 400 MHz) δ 8.71 (s, 1H), 8.62 (s, 1H), 8.56-8.49 (m, 1H), 7.51 (d, 2H, J=8.9 Hz), 6.99-6.90 (m, 3H), 6.83 (d, 1H,... The product is CCCCOCCOc1ccc(-c2ccc3c(c2)C=C(C(=O)Nc2ccc(S(=O)Cc4cncn4CCOC)cc2)CCN3CC(C)C)cc1. As a reaction SMILES: [CH2:1]([CH2:2][CH2:3][CH3:4])[O:5][CH2:6][CH2:7][O:8][c:9]1[cH:10][cH:11][c:12](-[c:15]2[cH:16][cH:17][c:18]3[c:19]([cH:49]2)[CH:20]=[C:21]([C:29](=[O:30])[NH:31][c:32]2[cH:33][cH:34][c:35]([S:38][CH2:39][c:40]4[cH:41][n:42][cH:43][n:44]4[CH2:45][CH2:46][O:47][CH3:48])[cH:36][cH:37]2)[CH2:22][CH2:23][N:24]3[CH2:25][CH:26]([CH3:27])[CH3:28])[cH:13][cH:14]1.[CH2:68]([Cl:69])[Cl:70].[Cl:50][c:51]1[cH:52][cH:53][cH:54][c:55]([C:56]([O:57][OH:59])=[O:58])[cH:60]1.[Na+:66].[Na+:67].[S:61]([O-:62])([O-:63])(=[O:64])=[S:65]>>[CH2:1]([CH2:2][CH2:3][CH3:4])[O:5][CH2:6][CH2:7][O:8][c:9]1[cH:10][cH:11][c:12](-[c:15]2[cH:16][cH:17][c:18]3[c:19]([cH:49]2)[CH:20]=[C:21]([C:29](=[O:30])[NH:31][c:32]2[cH:33][cH:34][c:35]([S:38]([CH2:39][c:40]4[cH:41][n:42][cH:43][n:44]4[CH2:45][CH2:46][O:47][CH3:48])=[O:58])[cH:36][cH:37]2)[CH2:22][CH2:23][N:24]3[CH2:25][CH:26]([CH3:27])[CH3:28])[cH:13][cH:14]1. Starting materials: CCCCOCCOc1ccc(-c2ccc3c(c2)C=C(C(=O)Nc2ccc(SCc4cncn4CCOC)cc2)CCN3CC(C)C)cc1, ClCCl, O=C(OO)c1cccc(Cl)c1, [Na+], [Na+], O=S([O-])([O-])=S. Reactants: CCCO, CSc1ccc(B(O)O)cc1, CC1(C)CC(Nc2nccc(-c3ccc(CC(C)(C)C(C)(C)O)s3)n2)CC(C)(C)N1, CCOC(C)=O, CC1(C)CC(Nc2nccc(Cl)n2)CC(C)(C)N1, [Na+], [Na+], O=C([O-])[O-]. Product: CSc1ccc(-c2ccnc(NC3CC(C)(C)NC(C)(C)C3)n2)cc1. As a reaction SMILES: [CH2:66]([OH:67])[CH2:68][CH3:69].[CH3:19][S:20][c:21]1[cH:22][cH:23][c:24]([B:27]([OH:28])[OH:29])[cH:25][cH:26]1.[CH3:30][C:31]([OH:32])([C:33]([CH3:34])([CH3:35])[CH2:36][c:37]1[s:38][c:39](-[c:40]2[cH:41][cH:42][n:43][c:44]([NH:45][CH:46]3[CH2:47][C:48]([CH3:49])([CH3:50])[NH:51][C:52]([CH3:53])([CH3:54])[CH2:55]3)[n:56]2)[cH:57][cH:58]1)[CH3:59].[CH3:70][CH2:71][O:72][C:73]([CH3:74])=[O:75].[Cl:1][c:2]1[n:3][c:4]([NH:8][CH:9]2[CH2:10][C:11]([CH3:17])([CH3:18])[NH:12][C:13]([CH3:15])([CH3:16])[CH2:14]2)[n:5][cH:6][cH:7]1.[Na+:60].[Na+:61].[O-:62][C:63](=[O:64])[O-:65]>>[c:2]1(-[c:24]2[cH:23][cH:22][c:21]([S:20][CH3:19])[cH:26][cH:25]2)[n:3][c:4]([NH:8][CH:9]2[CH2:10][C:11]([CH3:17])([CH3:18])[NH:12][C:13]([CH3:15])([CH3:16])[CH2:14]2)[n:5][cH:6][cH:7]1. Reactants: FC1=CC=C(C=C1)[C@]1(CCN(C(O1)=O)[C@@H](C)C1=CC=C(C=C1)C1=CN(C(C=C1)=O)C)CCCO ((R)-6-(4-fluorophenyl)-6-(3-hydroxypropyl)-3-((S)-1-(4-(1-methyl-6-oxo-1,6-dihydropyridin-3-yl)phenyl)ethyl)-1,3-oxazinan-2-one), CS(=O)(=O)Cl (MeSO2Cl), CS(=O)(=O)N (MeSO2NH2). Yields the product FC1=CC=C(C=C1)[C@]1(CCN(C(O1)=O)[C@@H](C)C1=CC=C(C=C1)C1=CN(C(C=C1)=O)C)CCCNS(=O)(=O)C (N-(3-((R)-6-(4-fluorophenyl)-3-((S)-1-(4-(1-methyl-6-oxo-1,6-dihydropyridin-3-yl)phenyl)ethyl)-2-oxo-1,3-oxazinan-6-yl)propyl)methanesulfonamide). Reaction SMILES: [F:1][C:2]1[CH:7]=[CH:6][C:5]([C@:8]2([CH2:31][CH2:32][CH2:33]O)[O:13][C:12](=[O:14])[N:11]([C@H:15]([C:17]3[CH:22]=[CH:21][C:20]([C:23]4[CH:28]=[CH:27][C:26](=[O:29])[N:25]([CH3:30])[CH:24]=4)=[CH:19][CH:18]=3)[CH3:16])[CH2:10][CH2:9]2)=[CH:4][CH:3]=1.CS(Cl)(=O)=O.[CH3:40][S:41]([NH2:44])(=[O:43])=[O:42]>>[F:1][C:2]1[CH:3]=[CH:4][C:5]([C@:8]2([CH2:31][CH2:32][CH2:33][NH:44][S:41]([CH3:40])(=[O:43])=[O:42])[O:13][C:12](=[O:14])[N:11]([C@H:15]([C:17]3[CH:18]=[CH:19][C:20]([C:23]4[CH:28]=[CH:27][C:26](=[O:29])[N:25]([CH3:30])[CH:24]=4)=[CH:21][CH:22]=3)[CH3:16])[CH2:10][CH2:9]2)=[CH:6][CH:7]=1. Procedure: The title compound was prepared from (R)-6-(4-fluorophenyl)-6-(3-hydroxypropyl)-3-((S)-1-(4-(1-methyl-6-oxo-1,6-dihydropyridin-3-yl)phenyl)ethyl)-1,3-oxazinan-2-one by treatment with (i) MeSO2Cl and (ii) MeSO2NH2. LC-MS Method 2 tR=1.02 min, m/z=542.3; 1H NMR (CDCl3) 1.35 (m, 1H), 1.53 (d, 3H), 1.69 (m, 1H), 1.89 (m, 1H), 2.00 (m, 1H), 2.17-2.33 (m, 3H), 2.89 (s, 3H), 2.97 (m, 1H), 3.06 (m, 2H), 3.66 (s, 3H), 4.38 (s, 1H), 5.67 (m, 1H), 6.82 (d, 1H), 6.99 (m, 4H), 7.15 (m, 2H), 7.22 (m, 2H), 7.4...